Task: describe an organic reaction: reactants, conditions, products, and yield. Dataset: the Open Reaction Database (ORD), a public repository of structured organic reaction records Yields the product C1(=CC=CC=C1)SCCOCC(=O)OC(C)(C)C (t-Butyl 2-(2-phenylthioethoxy)acetate). Reagents/catalysts: [Br-].C(CCC)[N+](CCCC)(CCCC)CCCC (tetrabutylammoniumbromide). Solvent: C1(=CC=CC=C1)C (toluene). RXN SMILES: [C:1]1([S:7][CH2:8][CH2:9][OH:10])[CH:6]=[CH:5][CH:4]=[CH:3][CH:2]=1.[C:11]([O:15][C:16](=[O:19])[CH2:17]Br)([CH3:14])([CH3:13])[CH3:12].[OH-].[Na+]>[Br-].C([N+](CCCC)(CCCC)CCCC)CCC.C1(C)C=CC=CC=1>[C:1]1([S:7][CH2:8][CH2:9][O:10][CH2:17][C:16]([O:15][C:11]([CH3:14])([CH3:13])[CH3:12])=[O:19])[CH:6]=[CH:5][CH:4]=[CH:3][CH:2]=1 |f:2.3,4.5|. The reactants are C1(=CC=CC=C1)SCCO (2-Phenylthioethanol), C(C)(C)(C)OC(CBr)=O (t-butylbromoacetate), [OH-].[Na+] (sodium hydroxide). Procedure details: 2-Phenylthioethanol (6.1 g), t-butylbromoacetate (7.9 ml), tetrabutylammoniumbromide (1.3 g), toluene (80 ml), and 75% aqueous sodium hydroxide (40 ml) were stirred together for 72 hours. The organic layer was separated and the aqueous layer extracted with dichloromethane. The combined organics were washed with brine, dried (MgSO4) and the solvent was removed in vacuo to provide the subtitle compound (12.07 g). Reactants: C(#N)C=1C=CC2=C(C(OC(O2)C(Cl)(Cl)Cl)C(Cl)(Cl)Cl)C1 (6-cyano-2,4-bis(trichloromethyl)benzo[1,3]dioxin), [Cl-].[NH4+] (ammonium chloride), [N-]=[N+]=[N-].[Na+] (sodium azide). The solvent is CN(C=O)C (dimethylformamide). Reaction conditions: time 16 hour. The product is ClC(=C1OC(OC2=C1C=C(C=C2)C2=NN=NN2)C(Cl)(Cl)Cl)Cl (4-dichloromethylene-6-(tetrazol-5-yl)-2-trichloromethylbenzo[1,3]dioxin). As a reaction SMILES: [C:1]([C:3]1[CH:4]=[CH:5][C:6]2[O:11][CH:10]([C:12]([Cl:15])([Cl:14])[Cl:13])[O:9][CH:8]([C:16]([Cl:19])([Cl:18])Cl)[C:7]=2[CH:20]=1)#[N:2].[Cl-].[NH4+].[N-:23]=[N+:24]=[N-:25].[Na+]>CN(C)C=O>[Cl:18][C:16]([Cl:19])=[C:8]1[C:7]2[CH:20]=[C:3]([C:1]3[NH:25][N:24]=[N:23][N:2]=3)[CH:4]=[CH:5][C:6]=2[O:11][CH:10]([C:12]([Cl:13])([Cl:14])[Cl:15])[O:9]1 |f:1.2,3.4|. Procedure details: A mixture of 6-cyano-2,4-bis(trichloromethyl)benzo[1,3]dioxin (1.98 g.), ammonium chloride (0.33 g.) and sodium azide in anhydrous dimethylformamide was warmed on the steam bath for 16 hours. The reaction mixture was cooled, poured onto ice and kept for 16 hours. The amorphous white product was filtered off, triturated with acetic acid, and crystallised from chloroform to give 4-dichloromethylene-6-(tetrazol-5-yl)-2-trichloromethylbenzo[1,3]dioxin, m.p. 222° C. Starting materials: CC1(CCOC2=CC=C(C=C12)/C(=C/C1=CC=C(CO)C=C1)/C)C (p-[(E)-2-(4,4-dimethyl-6-chromanyl)propenyl]benzyl alcohol), C(C)(=O)Cl (acetyl chloride). Solvent: N1=CC=CC=C1 (pyridine). Product: C(C)(=O)OCC1=CC=C(C=C1)\C=C(/C)\C=1C=C2C(CCOC2=CC1)(C)C (p-[(E)-2-(4,4-dimethyl-6-chromanyl)propenyl]benzyl acetate). Reaction SMILES: [CH3:1][C:2]1([CH3:23])[C:11]2[C:6](=[CH:7][CH:8]=[C:9](/[C:12](/[CH3:22])=[CH:13]/[C:14]3[CH:21]=[CH:20][C:17]([CH2:18][OH:19])=[CH:16][CH:15]=3)[CH:10]=2)[O:5][CH2:4][CH2:3]1.[C:24](Cl)(=[O:26])[CH3:25]>N1C=CC=CC=1>[C:24]([O:19][CH2:18][C:17]1[CH:16]=[CH:15][C:14](/[CH:13]=[C:12](/[C:9]2[CH:10]=[C:11]3[C:6](=[CH:7][CH:8]=2)[O:5][CH2:4][CH2:3][C:2]3([CH3:23])[CH3:1])\[CH3:22])=[CH:21][CH:20]=1)(=[O:26])[CH3:25]. Reported procedure: By treating p-[(E)-2-(4,4-dimethyl-6-chromanyl)propenyl]benzyl alcohol with acetyl chloride and pyridine there is obtained p-[(E)-2-(4,4-dimethyl-6-chromanyl)propenyl]benzyl acetate. The reactants are C(C)OC(C(C)(C)OC=1C=C2C(=NC1)NC(=C2)C(=CC2CCCC2)C2=CC=C(C=C2)S(=O)(=O)C)=O (2-{2-[2-cyclopentyl-1-(4-methanesulfonyl-phenyl)-vinyl]-1H-pyrrolo[2,3-b]pyridin-5-yloxy}-2-methyl-propionic acid ethyl ester). The reagents and catalysts are [Pd] (palladium on activated carbon). Run in CO (methanol). Reaction conditions: temperature 50 celsius. Yields the product C(C)OC(C(C)(C)OC=1C=C2C(=NC1)NC(=C2)C(CC2CCCC2)C2=CC=C(C=C2)S(=O)(=O)C)=O (2-{2-[2-cyclopentyl-1-(4-methanesulfonyl-phenyl)-ethyl]-1H-pyrrolo[2,3-b]pyridin-5-yloxy}-2-methyl-propionic acid ethyl ester). Isolated yield 66.8%. RXN SMILES: [CH2:1]([O:3][C:4](=[O:35])[C:5]([O:8][C:9]1[CH:10]=[C:11]2[CH:17]=[C:16]([C:18]([C:25]3[CH:30]=[CH:29][C:28]([S:31]([CH3:34])(=[O:33])=[O:32])=[CH:27][CH:26]=3)=[CH:19][CH:20]3[CH2:24][CH2:23][CH2:22][CH2:21]3)[NH:15][C:12]2=[N:13][CH:14]=1)([CH3:7])[CH3:6])[CH3:2]>[Pd].CO>[CH2:1]([O:3][C:4](=[O:35])[C:5]([O:8][C:9]1[CH:10]=[C:11]2[CH:17]=[C:16]([CH:18]([C:25]3[CH:26]=[CH:27][C:28]([S:31]([CH3:34])(=[O:33])=[O:32])=[CH:29][CH:30]=3)[CH2:19][CH:20]3[CH2:24][CH2:23][CH2:22][CH2:21]3)[NH:15][C:12]2=[N:13][CH:14]=1)([CH3:7])[CH3:6])[CH3:2]. Reported procedure: A mixture of 2-{2-[2-cyclopentyl-1-(4-methanesulfonyl-phenyl)-vinyl]-1H-pyrrolo[2,3-b]pyridin-5-yloxy}-2-methyl-propionic acid ethyl ester (1.04 g, 2.1 mmol) and 10% palladium on activated carbon (200 mg) in methanol (300 mL) was heated at 50° C. under hydrogen (50 psi) for 6 h. The mixture was cooled to room temperature. The catalyst was removed by filtration and washed with ethyl acetate. The filtrate was concentrated in vacuo and purified using a Waters automated flash system (column: Xterra ... The reactants are FC(C(=O)O)(F)F (trifluoroacetic acid), C(C)(C)(C)OC(=O)C1CC2=C(CN1)SC(=N2)C(=O)NCC(O)C2=CC(=C(C=C2)OCC(=O)OC(C)(C)C)OCC(=O)OC(C)(C)C (Di-t-butyl [[4-[[[(6-t-butoxycarbonyl-4,5,6,7-tetrahydrothiazolo[5,4-c]pyridin-2-yl)carbonyl]amino]-1-hydroxyethyl]-o-phenylene]dioxy]diacetate), C(C)(C)OC(C)C (isopropyl ether). The solvent is C1(=CC=CC=C1)OC (anisole). The product is FC(C(=O)O)(F)F.N1=C(SC=2CNCCC21)C(=O)NCC(O)C2=CC(=C(C=C2)OCC(=O)O)OCC(=O)O ([[4-[[[(4,5,6,7-tetrahydrothiazolo[5,4-c]pyridin-2-yl)carbonyl]amino]-1-hydroxyethyl]-o-phenylene]dioxy]diacetic acid trifluoroacetate). Yield: 77.8%. As a reaction SMILES: C(OC([CH:8]1[NH:13][CH2:12][C:11]2[S:14][C:15]([C:17]([NH:19][CH2:20][CH:21]([C:23]3[CH:28]=[CH:27][C:26]([O:29][CH2:30][C:31]([O:33]C(C)(C)C)=[O:32])=[C:25]([O:38][CH2:39][C:40]([O:42]C(C)(C)C)=[O:41])[CH:24]=3)[OH:22])=[O:18])=[N:16][C:10]=2[CH2:9]1)=O)(C)(C)C.[F:47][C:48]([F:53])([F:52])[C:49]([OH:51])=[O:50].C(OC(C)C)(C)C>C1(OC)C=CC=CC=1>[F:47][C:48]([F:53])([F:52])[C:49]([OH:51])=[O:50].[N:16]1[C:10]2[CH2:9][CH2:8][NH:13][CH2:12][C:11]=2[S:14][C:15]=1[C:17]([NH:19][CH2:20][CH:21]([C:23]1[CH:28]=[CH:27][C:26]([O:29][CH2:30][C:31]([OH:33])=[O:32])=[C:25]([O:38][CH2:39][C:40]([OH:42])=[O:41])[CH:24]=1)[OH:22])=[O:18] |f:4.5|. Procedure details: To the solution of the compound prepared in (a) (115.3 mg, 0.174 mmole) in anisole (0.5 ml) was added trifluoroacetic acid (2.0 ml) at 0° C. Crystals were deposited by the addition of isopropyl ether at 0° C., collected by filtration, and lyophilized to give 82.1 mg of a crude product, which was purified on a LH column (50% methanol) to give 76.6 mg of the title compound as a colorless crystal (yield, 77.8%). The reactants are FC1=C(CN2N=CC(=C2)C2=CN(C3=NC=C(C=C32)C=3C=C(C=CC3)NS(=O)(=O)C)S(=O)(=O)C3=CC=C(C)C=C3)C=CC=C1 (N-(3-(3-(1-(2-fluorobenzyl)-1H-pyrazol-4-yl)-1-tosyl-1H-pyrrolo[2,3-b]pyridin-5-yl)phenyl) methanesulfonamide), [OH-].[Li+] (lithium hydroxide). The solvent is C1CCOC1.O.CO (THF water methanol), CCCCCC (hexane), C(C)(=O)OCC (ethyl acetate), C(C)(=O)OCC (ethyl acetate). Reaction conditions: time 15 hour. The product is FC1=C(CN2N=CC(=C2)C2=CNC3=NC=C(C=C32)C=3C=C(C=CC3)NS(=O)(=O)C)C=CC=C1 (N-(3-(3-(1-(2-fluorobenzyl)-1H-pyrazol-4-yl)-1H-pyrrolo[2,3-b]pyridin-5-yl)phenyl) methanesulfonamide). The yield is 11.3%. RXN SMILES: [F:1][C:2]1[CH:43]=[CH:42][CH:41]=[CH:40][C:3]=1[CH2:4][N:5]1[CH:9]=[C:8]([C:10]2[C:18]3[C:13](=[N:14][CH:15]=[C:16]([C:19]4[CH:20]=[C:21]([NH:25][S:26]([CH3:29])(=[O:28])=[O:27])[CH:22]=[CH:23][CH:24]=4)[CH:17]=3)[N:12](S(C3C=CC(C)=CC=3)(=O)=O)[CH:11]=2)[CH:7]=[N:6]1.[OH-].[Li+]>C1COCC1.O.CO.CCCCCC.C(OCC)(=O)C>[F:1][C:2]1[CH:43]=[CH:42][CH:41]=[CH:40][C:3]=1[CH2:4][N:5]1[CH:9]=[C:8]([C:10]2[C:18]3[C:13](=[N:14][CH:15]=[C:16]([C:19]4[CH:20]=[C:21]([NH:25][S:26]([CH3:29])(=[O:27])=[O:28])[CH:22]=[CH:23][CH:24]=4)[CH:17]=3)[NH:12][CH:11]=2)[CH:7]=[N:6]1 |f:1.2,3.4.5|. Procedure details: N-(3-(3-(1-(2-fluorobenzyl)-1H-pyrazol-4-yl)-1-tosyl-1H-pyrrolo[2,3-b]pyridin-5-yl)phenyl) methanesulfonamide (200 mg) dissolved in 12.5 ml of THF-water-methanol (1:1:0.5) mixture and added lithium hydroxide (40.8 mg, 0.97 mmol) at 0° C. and stirred at room temperature for 15 h. The reaction was monitored by TLC (100% ethyl acetate in hexane) until TLC indicated that reaction was complete. The reaction mixture was diluted with ethyl acetate (25 ml) and washed with water (2×25 ml). The organic la... Procedure: In a mixture of 3 volume parts of dry acetone and 5 volume parts of dry ethanol, there is dissolved 0.075 part of 3,4-dihydro-2-amino-5,6-dimethoxy-1(2H)-naphthalenone hydrochloride. While the solution is held at 0° C. and with stirring, 0.080 part of the molecular compound of 1 mole of lithium cyanoborohydride and 2 moles of dioxane is added in small portions. After the addition has been completed, the mixture is stirred at 0° C. for 3 hours and, then, 1N hydrochloric acid is added in sufficien... Reaction SMILES: [ClH:1].[NH2:2][CH:3]1[CH2:12][CH2:11][C:10]2[C:5](=[CH:6][CH:7]=[C:8]([O:15][CH3:16])[C:9]=2[O:13][CH3:14])[C:4]1=[O:17].[C:18]([BH3-])#N.[Li+].O1[CH2:27][CH2:26]OCC1.Cl>C(O)C.CC(C)=O>[ClH:1].[CH:26]([NH:2][CH:3]1[CH2:12][CH2:11][C:10]2[C:5](=[CH:6][CH:7]=[C:8]([O:15][CH3:16])[C:9]=2[O:13][CH3:14])[C:4]1=[O:17])([CH3:27])[CH3:18] |f:0.1,2.3,8.9|. Product: Cl.C(C)(C)NC1C(C2=CC=C(C(=C2CC1)OC)OC)=O (3,4-dihydro-2-isopropylamino-5,6-dimethoxy-1(2H)-naphthalenone hydrochloride). Run in C(C)O (ethanol), CC(=O)C (acetone). Starting materials: Cl.NC1C(C2=CC=C(C(=C2CC1)OC)OC)=O (3,4-dihydro-2-amino-5,6-dimethoxy-1(2H)-naphthalenone hydrochloride), Cl (hydrochloric acid), C(#N)[BH3-].[Li+] (lithium cyanoborohydride), O1CCOCC1 (dioxane). As a reaction SMILES: C1(C)C=CC(S(O[CH2:11][C@@H:12]2[O:14][CH2:13]2)(=O)=O)=CC=1.[Cl:16][C:17]1[CH:18]=[CH:19][C:20]([OH:25])=[C:21]([CH:24]=1)[CH:22]=[O:23].C(=O)([O-])[O-].[K+].[K+].O>CN(C)C=O>[Cl:16][C:17]1[CH:18]=[CH:19][C:20]([O:25][CH2:11][C@@H:12]2[O:14][CH2:13]2)=[C:21]([CH:24]=1)[CH:22]=[O:23] |f:2.3.4|. Yields the product ClC=1C=CC(=C(C=O)C1)OC[C@H]1CO1 ((R)-5-chloro-2-(2,3-epoxypropoxy)benzaldehyde). The yield is 87.0%. Starting materials: O (Water), C1(=CC=C(C=C1)S(=O)(=O)OC[C@H]1CO1)C ((R)-glycidyl 4-toluenesulphonate), ClC=1C=CC(=C(C=O)C1)O (5-chloro-2-hydroxybenzaldehyde), C([O-])([O-])=O.[K+].[K+] (potassium carbonate). Procedure details: A mixture of (R)-glycidyl 4-toluenesulphonate (10.0 g), 5-chloro-2-hydroxybenzaldehyde (8.92 g) and potassium carbonate (7.87 g) in dimethylformamide (200 ml) was stirred and heated at 60° C. for 5 hours then allowed to stand for 18 hours. Water (200 ml) was added and the resultant mixture extracted with ether (3×150 ml). The combined ether extracts were washed with brine (3×150 ml), dried over magnesium sulphate and the solvent evaporated. The oily residue was purified by flash chromatography o... Run in CN(C=O)C (dimethylformamide). Conditions: temperature 60 celsius, time 18 hour. Reactants: NC=1C=C(C=CC1)N1C2=C(N=C(C1=O)CC1=CC=CC=C1)C=CC=N2 (4-(3-aminophenyl)-2-benzyl-3-oxo-3,4-dihydropyrido[2,3-b]pyrazine), C([O-])(O)=O.[Na+] (sodium bicarbonate), C1(CCCC1)O (cyclopentanol), ClC(Cl)(OC(OC(Cl)(Cl)Cl)=O)Cl (triphosgene). Solvent: O1CCOCC1 (1,4-dioxane), C(C)N(CC)CC (triethylamine), ClCCCl (1,2-dichloroethane). Reaction conditions: time 20 hour. The product is C(C1=CC=CC=C1)C1=NC2=C(N(C1=O)C1=CC(=CC=C1)NC(=O)OC1CCCC1)N=CC=C2 (2-benzyl-4-(3-cyclopentyloxycarbonylaminophenyl)-3-oxo-3,4-dihydropyrido[2,3-b]pyrazine). RXN SMILES: [CH:1]1([OH:6])[CH2:5][CH2:4][CH2:3][CH2:2]1.ClC(Cl)(O[C:11](=[O:17])OC(Cl)(Cl)Cl)Cl.[NH2:19][C:20]1[CH:21]=[C:22]([N:26]2[C:31](=[O:32])[C:30]([CH2:33][C:34]3[CH:39]=[CH:38][CH:37]=[CH:36][CH:35]=3)=[N:29][C:28]3[CH:40]=[CH:41][CH:42]=[N:43][C:27]2=3)[CH:23]=[CH:24][CH:25]=1.C(=O)(O)[O-].[Na+]>ClCCCl.O1CCOCC1.C(N(CC)CC)C>[CH2:33]([C:30]1[C:31](=[O:32])[N:26]([C:22]2[CH:23]=[CH:24][CH:25]=[C:20]([NH:19][C:11]([O:6][CH:1]3[CH2:5][CH2:4][CH2:3][CH2:2]3)=[O:17])[CH:21]=2)[C:27]2[N:43]=[CH:42][CH:41]=[CH:40][C:28]=2[N:29]=1)[C:34]1[CH:35]=[CH:36][CH:37]=[CH:38][CH:39]=1 |f:3.4|. Reported procedure: A mixture of cyclopentanol (0.08 ml) and triphosgene (87 mg) in 1,2-dichloroethane (2 ml) was stirred at room temperature for 20 hours. Then the mixture was added to a mixture of 4-(3-aminophenyl)-2-benzyl-3-oxo-3,4-dihydropyrido[2,3-b]pyrazine (193 mg) and triethylamine (0.25 ml) in 1,4-dioxane (3 ml). The mixture was stirred at room temperature for 1 hour, then poured into aqueous sodium bicarbonate and extracted with ethyl acetate twice. The combined organic phase was washed with aqueous sodi... Reactants: O=C1CCC(=O)N1Br, Cc1cc(Br)ccc1F, ClC(Cl)(Cl)Cl, N#CC1(N=NC2(C#N)CCCCC2)CCCCC1. The product is Fc1ccc(Br)cc1CBr. RXN SMILES: [Br:10][N:11]1[C:12](=[O:13])[CH2:14][CH2:15][C:16]1=[O:17].[Br:1][c:2]1[cH:3][cH:4][c:5]([F:9])[c:6]([CH3:8])[cH:7]1.[C:36]([Cl:37])([Cl:38])([Cl:39])[Cl:40].[N:18]([C:19]1([C:20]#[N:21])[CH2:22][CH2:23][CH2:24][CH2:25][CH2:26]1)=[N:27][C:28]1([C:29]#[N:30])[CH2:31][CH2:32][CH2:33][CH2:34][CH2:35]1>>[Br:1][c:2]1[cH:3][cH:4][c:5]([F:9])[c:6]([CH2:8][Br:10])[cH:7]1.